From a dataset of the Open Reaction Database (ORD), a public repository of structured organic reaction records. describe an organic reaction: reactants, conditions, products, and yield Reactants: [2H]C(Cl)(Cl)Cl (CDC13), benzyl N-(2-dimethylaminocyclohexyl) carbamate, CN(C1C(CCCC1)C(=O)OCC1=CC=CC=C1)C (benzyl 2-dimethylaminocyclohexanecarboxylate). Yields the product CN([C@@H]1[C@@H](CCCC1)C(=O)O)C (cis-2-(dimethylamino)-cyclohexanecarboxylic acid). Reaction SMILES: [2H]C(Cl)(Cl)Cl.[CH3:6][N:7]([CH3:24])[CH:8]1[CH2:13][CH2:12][CH2:11][CH2:10][CH:9]1[C:14]([O:16]CC1C=CC=CC=1)=[O:15]>>[CH3:6][N:7]([CH3:24])[C@H:8]1[CH2:13][CH2:12][CH2:11][CH2:10][C@H:9]1[C:14]([OH:16])=[O:15]. Procedure: A mixture of the amino acid prepared in Part C (31.2 g., 0.15 mole), diphenyl phosphoryl azide (41.3 g.; 0.15 mole), and triethylamine (30.4 g., 0.30 mole) in 750 ml. benzene was refluxed with stirring for 1 hour. Benzyl alcohol (48.7 g., 0.45 mole) was added and the mixture refluxed overnight. The mixture was extracted with 10% HCl. The extract was washed with ether, made basic with 40% KOH, and extracted with ether. The organic layer was washed with water and saturated NaCl solution, dried, an... Starting materials: [Al+3], [H-], [H-], [H-], [H-], [Li+], NC(Cc1ccccc1)C(=O)O, [Na+], C1CCOC1, [OH-], O. The product is NC(CO)Cc1ccccc1. RXN SMILES: [Al+3:14].[H-:13].[H-:16].[H-:17].[H-:18].[Li+:15].[NH2:1][CH:2]([CH2:3][c:4]1[cH:5][cH:6][cH:7][cH:8][cH:9]1)[C:10]([OH:11])=[O:12].[Na+:25].[O:19]1[CH2:20][CH2:21][CH2:22][CH2:23]1.[OH-:24].[OH2:26]>>[NH2:1][CH:2]([CH2:3][c:4]1[cH:5][cH:6][cH:7][cH:8][cH:9]1)[CH2:10][OH:11]. Starting materials: C1OC2=CC(=C(C=C2O1)[N+](=O)[O-])[N+](=O)[O-] (4,5-methylenedioxy-1,2-dinitrobenzene), ice. Run in C(CCC)N (n-butylamine), C(CCC)N (butylamine). The product is C(CCC)NC1=C(C=C2C(=C1)OCO2)[N+](=O)[O-] (2-n-butylamino-4,5-methylenedioxy-1-nitrobenzene). Reaction SMILES: [CH2:1]1[O:9][C:8]2[C:3](=[CH:4][C:5]([N+:13]([O-:15])=[O:14])=[C:6]([N+:10]([O-])=O)[CH:7]=2)[O:2]1>C(N)CCC>[CH2:8]([NH:10][C:6]1[CH:7]=[C:8]2[O:9][CH2:1][O:2][C:3]2=[CH:4][C:5]=1[N+:13]([O-:15])=[O:14])[CH2:3][CH2:4][CH3:5]. Reported procedure: 0.05 mol (10.6 g) of 4,5-methylenedioxy-1,2-dinitrobenzene is added to 40 ml n-butylamine. The reaction is exothermic. The boiling point of butylamine is reached. As soon as the exothermic effect has finished, 200 g of ice are added to the reaction medium. After neutralization of the excess butylamine with concentrated hydrochloric acid, the expected product crystallizes. After recrystallization from 96° strength ethanol or from ethyl acetate, it melts at 137° C. (literature 137° C.).